From a dataset of the Open Reaction Database (ORD), a public repository of structured organic reaction records. describe an organic reaction: reactants, conditions, products, and yield Reactants: Cl.Cl.Cl.N[C@H]1[C@@H]2N(C(=C(CS2)C[N+]=2N(C(=CC2)N)CCO)C(=O)[O-])C1=O (7β-Amino-3-[3-amino-2-(2-hydroxyethyl)-1-pyrazolio]methyl-3-cephem-4-carboxylate trihydrochloride), C(C)(C)O (isopropyl alcohol). Solvent: O (water), O (water). Reaction conditions: time 1.5 hour. Yields the product N[C@H]1[C@@H]2N(C(=C(CS2)C[N+]=2N(C(=CC2)N)CCO)C(=O)[O-])C1=O (7β-amino-3-[3-amino-2-(2hydroxyethyl)-1-pyrazolio]methyl-3-cephem-4-carboxylate). RXN SMILES: Cl.Cl.Cl.[NH2:4][C@@H:5]1[C:25](=[O:26])[N:7]2[C:8]([C:22]([O-:24])=[O:23])=[C:9]([CH2:12][N+:13]3[N:14]([CH2:19][CH2:20][OH:21])[C:15]([NH2:18])=[CH:16][CH:17]=3)[CH2:10][S:11][C@H:6]12.C(O)(C)C>O>[NH2:4][C@@H:5]1[C:25](=[O:26])[N:7]2[C:8]([C:22]([O-:24])=[O:23])=[C:9]([CH2:12][N+:13]3[N:14]([CH2:19][CH2:20][OH:21])[C:15]([NH2:18])=[CH:16][CH:17]=3)[CH2:10][S:11][C@H:6]12 |f:0.1.2.3|. Reported procedure: 7β-Amino-3-[3-amino-2-(2-hydroxyethyl)-1-pyrazolio]methyl-3-cephem-4-carboxylate trihydrochloride (66 g) was dissolved in water (264 ml). The aqueous solution was subjected to column chromatography on "Diaion HP-20" using water as eluent. Fractions containing the object compound were combined and to this combined solution was added dropwise isopropyl alcohol (1.15 l) under ice-cooling. The mixture was stirred for 1.5 hours under ice-cooling to precipitate crystals. The crystals were collected by... Reactants: C(CCCCC)N1CC2C(C2C1)(C)C=1C=C(C=CC1)N (3-(3-hexyl-6-methyl-3-azabicyclo[3.1.0]hex-6-yl)phenylamine), N1=CC=CC=C1 (pyridine), C(C)S(=O)(=O)Cl (ethanesulfonylchloride). Solvent: ClCCl (dichloromethane). Conditions: time 48 hour. Product: C(CCCCC)N1CC2C(C2C1)(C)C=1C=C(C=CC1)NS(=O)(=O)CC (N-[3-(3-Hexyl-6-methyl-3-azabicyclo[3.1.0]hex-6-yl)phenyl]-1-ethanesulfonamide). Yield: 52.3%. RXN SMILES: [CH2:1]([N:7]1[CH2:12][CH:11]2[CH:9]([C:10]2([C:14]2[CH:15]=[C:16]([NH2:20])[CH:17]=[CH:18][CH:19]=2)[CH3:13])[CH2:8]1)[CH2:2][CH2:3][CH2:4][CH2:5][CH3:6].N1C=CC=CC=1.[CH2:27]([S:29](Cl)(=[O:31])=[O:30])[CH3:28]>ClCCl>[CH2:1]([N:7]1[CH2:12][CH:11]2[CH:9]([C:10]2([C:14]2[CH:15]=[C:16]([NH:20][S:29]([CH2:27][CH3:28])(=[O:31])=[O:30])[CH:17]=[CH:18][CH:19]=2)[CH3:13])[CH2:8]1)[CH2:2][CH2:3][CH2:4][CH2:5][CH3:6]. Reported procedure: To a solution of 3-(3-hexyl-6-methyl-3-azabicyclo[3.1.0]hex-6-yl)phenylamine (Preparation 12, 200 mg, 0.735 mmol) in dichloromethane (5 ml) at room temperature was added pyridine (0.15 ml, 1.84 mmol) then dropwise over 5 minutes ethanesulfonylchloride (0.131 ml, 177 mg, 1.38 mmol). The mixture was stirred for 48 hours, concentrated in vacuo and the residue was purified by silica (10 g) column chromatography eluting with ethyl acetate then 90:10:1 ethyl acetate:methanol:ammonia solution (0.880). ... Reactants: C(=O)(O)[O-].[Na+] (NaHCO3), N1=CC=C(C=C1)CC1=NNC(C2=CC=CC=C12)=O (4-(4-pyridylmethyl)-1(2H)-phthalazinone), Cl.O1CCOCC1 (HCl dioxane), P(=O)(Cl)(Cl)Cl (phosphoryl chloride). Solvent: O (water), C(C)#N (acetonitrile). Conditions: temperature 50 celsius, time 27 hour. Product: ClC1=NN=C(C2=CC=CC=C12)CC1=CC=NC=C1 (1-Chloro-4-(4-pyridylmethyl)phthalazine). RXN SMILES: [N:1]1[CH:6]=[CH:5][C:4]([CH2:7][C:8]2[C:17]3[C:12](=[CH:13][CH:14]=[CH:15][CH:16]=3)[C:11](=O)[NH:10][N:9]=2)=[CH:3][CH:2]=1.Cl.O1CCOCC1.P(Cl)(Cl)([Cl:28])=O.C([O-])(O)=O.[Na+]>C(#N)C.O>[Cl:28][C:11]1[C:12]2[C:17](=[CH:16][CH:15]=[CH:14][CH:13]=2)[C:8]([CH2:7][C:4]2[CH:5]=[CH:6][N:1]=[CH:2][CH:3]=2)=[N:9][N:10]=1 |f:1.2,4.5|. Procedure details: Under exclusion of air, 29 g (122 mmol) 4-(4-pyridylmethyl)-1(2H)-phthalazinone [for preparation, see German Auslegeschrift no. 1061788 (published Jul. 23, 1959)] in 450 ml acetonitrile is mixed with 61 ml HCl/dioxane 4N and 28 ml (306 mmol) phosphoryl chloride and stirred for 27 h at 50° C. To the white suspension, 119 g NaHCO3 in 1.45 l water is then added dropwise under ice cooling, and the mixture is stirred and the title compound filtered off. Anal. calc.(C14H10N3Cl) C, 65.76%; H, 3.94%; N,... Starting materials: FC1=C(C=CC=C1)C(O)(C1=CC=CC=C1)C1=CC=C(C=C1)F ((2-Fluorophenyl)-(4-fluorophenyl)phenylmethanol), solution, C(C)(=O)Cl (acetyl chloride). Run in ClCCl (dichloromethane). Run at time 12 hour. The product is FC1=C(C=CC=C1)C(Cl)(C1=CC=CC=C1)C1=CC=C(C=C1)F (2-fluorophenyl-(4-fluorophenyl)phenylchloromethane). Reaction SMILES: [F:1][C:2]1[CH:7]=[CH:6][CH:5]=[CH:4][C:3]=1[C:8]([C:16]1[CH:21]=[CH:20][C:19]([F:22])=[CH:18][CH:17]=1)([C:10]1[CH:15]=[CH:14][CH:13]=[CH:12][CH:11]=1)O.C([Cl:26])(=O)C>ClCCl>[F:1][C:2]1[CH:7]=[CH:6][CH:5]=[CH:4][C:3]=1[C:8]([C:16]1[CH:21]=[CH:20][C:19]([F:22])=[CH:18][CH:17]=1)([C:10]1[CH:15]=[CH:14][CH:13]=[CH:12][CH:11]=1)[Cl:26]. Procedure details: (2-Fluorophenyl)-(4-fluorophenyl)phenylmethanol (1.47 g, 5.0 mmol) was added to a 20% solution of acetyl chloride in dichloromethane (10 mL) at rt. The resulting solution was stirred for 12 h after which the solvent was removed by evaporation. Toluene (2×20 mL) was added to the residue and evaporated to afford crude 2-fluorophenyl-(4-fluorophenyl)phenylchloromethane which was used without purification in the next step.